Task: describe an organic reaction: reactants, conditions, products, and yield. Dataset: the Open Reaction Database (ORD), a public repository of structured organic reaction records Starting materials: O=C([O-])[O-], CN(c1cccc2cc(C3=NCC4(CCNCC4)S3)[nH]c12)S(=O)(=O)c1cccs1, CN(C)C=O, NC(=O)CCl, [K+], [K+], O. The product is CN(c1cccc2cc(C3=NCC4(CCN(CC(N)=O)CC4)S3)[nH]c12)S(=O)(=O)c1cccs1. Reaction SMILES: [C:35](=[O:36])([O-:37])[O-:38].[CH3:1][N:2]([S:3](=[O:4])(=[O:5])[c:6]1[s:7][cH:8][cH:9][cH:10]1)[c:11]1[cH:12][cH:13][cH:14][c:15]2[cH:16][c:17]([C:20]3=[N:24][CH2:23][C:22]4([S:21]3)[CH2:25][CH2:26][NH:27][CH2:28][CH2:29]4)[nH:18][c:19]12.[CH3:41][N:42]([CH3:43])[CH:44]=[O:45].[Cl:30][CH2:31][C:32](=[O:33])[NH2:34].[K+:39].[K+:40].[OH2:46]>>[CH3:1][N:2]([S:3](=[O:4])(=[O:5])[c:6]1[s:7][cH:8][cH:9][cH:10]1)[c:11]1[cH:12][cH:13][cH:14][c:15]2[cH:16][c:17]([C:20]3=[N:24][CH2:23][C:22]4([S:21]3)[CH2:25][CH2:26][N:27]([CH2:31][C:32](=[O:33])[NH2:34])[CH2:28][CH2:29]4)[nH:18][c:19]12. The reactants are BrC1CCN(C2=NC(=C(N=C21)C2=CC=CC=C2)C2=CC=CC=C2)C(=O)OC(C)(C)C (tert-butyl 8-bromo-2,3-diphenyl-7,8-dihydropyrido[2,3-b]pyrazine-5(6H)-carboxylate), BrC1CCN(C2=NC(=C(N=C21)C2=CC=CC=C2)C2=CC=CC=C2)C(=O)OC(C)(C)C (tert-butyl 8-bromo-2,3-diphenyl-7,8-dihydropyrido[2,3-b]pyrazine-5(6H)-carboxylate), CNC (dimethylamine), O (water). The solvent is C(C)O (ethanol). Reaction conditions: time 8 hour. Product: CN(C1CCN(C2=NC(=C(N=C21)C2=CC=CC=C2)C2=CC=CC=C2)C(=O)OC(C)(C)C)C (tert-Butyl 8-(dimethylamino)-2,3-diphenyl-7,8-dihydropyrido[2,3-b]pyrazine-5(6H)-carboxylate). As a reaction SMILES: Br[CH:2]1[C:11]2[C:6](=[N:7][C:8]([C:18]3[CH:23]=[CH:22][CH:21]=[CH:20][CH:19]=3)=[C:9]([C:12]3[CH:17]=[CH:16][CH:15]=[CH:14][CH:13]=3)[N:10]=2)[N:5]([C:24]([O:26][C:27]([CH3:30])([CH3:29])[CH3:28])=[O:25])[CH2:4][CH2:3]1.[CH3:31][NH:32][CH3:33].O>C(O)C>[CH3:31][N:32]([CH3:33])[CH:2]1[C:11]2[C:6](=[N:7][C:8]([C:18]3[CH:23]=[CH:22][CH:21]=[CH:20][CH:19]=3)=[C:9]([C:12]3[CH:17]=[CH:16][CH:15]=[CH:14][CH:13]=3)[N:10]=2)[N:5]([C:24]([O:26][C:27]([CH3:30])([CH3:29])[CH3:28])=[O:25])[CH2:4][CH2:3]1. Reported procedure: To a solution of tert-butyl 8-bromo-2,3-diphenyl-7,8-dihydropyrido[2,3-b]pyrazine-5(6H)-carboxylate (Intermediate H) (500 mg, 1.072 mmol) in ethanol (10 ml) was added 40% dimethylamine in water (0.407 ml, 3.22 mmol) and the mixture was left to stir under an atmosphere of nitrogen overnight. The solvent was concentrated in vacuo. The crude product was purified by chromatography on silica eluting with EtOAc in iso-hexane to affore the title compound; The reactants are ClC1=NC(=CC(=N1)C(F)F)C1=CC=C(C=C1)C(F)(F)F (2-chloro-4-difluoromethyl-6-(4-trifluoromethylphenyl)-pyrimidine), BrC=1C=C(C=CC1)B(O)O (3-bromo-benzene-boronic acid). Yields the product BrC=1C=C(C=CC1)C1=NC(=CC(=N1)C(F)F)C1=CC=C(C=C1)C(F)(F)F (2-(3-Bromo-phenyl)-4-difluoromethyl-6-(4-trifluoromethyl-phenyl)-pyrimidine), solid. Isolated yield 78.0%. Reaction SMILES: Cl[C:2]1[N:7]=[C:6]([CH:8]([F:10])[F:9])[CH:5]=[C:4]([C:11]2[CH:16]=[CH:15][C:14]([C:17]([F:20])([F:19])[F:18])=[CH:13][CH:12]=2)[N:3]=1.[Br:21][C:22]1[CH:23]=[C:24](B(O)O)[CH:25]=[CH:26][CH:27]=1>>[Br:21][C:22]1[CH:27]=[C:26]([C:2]2[N:7]=[C:6]([CH:8]([F:10])[F:9])[CH:5]=[C:4]([C:11]3[CH:16]=[CH:15][C:14]([C:17]([F:20])([F:19])[F:18])=[CH:13][CH:12]=3)[N:3]=2)[CH:25]=[CH:24][CH:23]=1. Procedure: The title compound was prepared from 2-chloro-4-difluoromethyl-6-(4-trifluoromethylphenyl)-pyrimidine (example A.5) (0.5 g, 1.62 mmol) and commercially available 3-bromo-benzene-boronic acid (0.42 g, 2.20 mmol) according to the general procedure IVb. Obtained as a white solid (0.54 g, 78%). MS (EI) 430.0 [(M)+]; mp 98.5° C. Starting materials: O.ON1N=NC2=C1C=CC=C2 (1-hydroxybenzotriazole hydrate), C(C=C)N (allyl amine), FC(OC1=CC=C(C(=O)O)C=C1)(F)F (4-(trifluoromethoxy)benzoic acid), Cl.C(C)N=C=NCCCN(C)C (1-ethyl-3-(3-dimethylaminopropyl)carbodiimide-HCl). Solvent: CN(C)C=O (DMF). Run at time 2.5 hour. Yields the product C(C=C)NC(C1=CC=C(C=C1)OC(F)(F)F)=O (N-Allyl-4-trifluoromethoxy-benzamide), solid. Yield: 96.0%. RXN SMILES: O.ON1C2C=CC=CC=2N=N1.[CH2:12]([NH2:15])[CH:13]=[CH2:14].[F:16][C:17]([F:29])([F:28])[O:18][C:19]1[CH:27]=[CH:26][C:22]([C:23](O)=[O:24])=[CH:21][CH:20]=1.Cl.C(N=C=NCCCN(C)C)C>CN(C=O)C>[CH2:12]([NH:15][C:23](=[O:24])[C:22]1[CH:26]=[CH:27][C:19]([O:18][C:17]([F:16])([F:28])[F:29])=[CH:20][CH:21]=1)[CH:13]=[CH2:14] |f:0.1,4.5|. Procedure details: To a solution of 1-hydroxybenzotriazole hydrate (5.4 g, 40 mmol), allyl amine (60 mmol), and 4-(trifluoromethoxy)benzoic acid (8.3 g, 40 mmol) in DMF (110 mL) was added 1-ethyl-3-(3-dimethylaminopropyl)carbodiimide-HCl (11.5 g, 60 mmol) at R.T. After the reaction mixture was stirred for 2.5 hrs, the solution was partitioned between 10% citric acid and ether. The organic layer was washed with sat. aqueous sodium bicarbonate, dried (sodium sulfate), filtered, and concentrated. The residue was puri... Starting materials: C(C)C(C(=O)OCC)(C(=O)OCC)CC (diethyl diethylmalonate), OS(=O)(=O)O (H2SO4). Run at temperature 25 celsius, time 1 hour. Product: C(C)C(C(=O)O)(C(=O)O)CC (diethylmalonic acid). Reaction SMILES: [CH2:1]([C:3]([CH2:14][CH3:15])([C:9]([O:11]CC)=[O:10])[C:4]([O:6]CC)=[O:5])[CH3:2].OS(O)(=O)=O>>[CH2:14]([C:3]([CH2:1][CH3:2])([C:9]([OH:11])=[O:10])[C:4]([OH:6])=[O:5])[CH3:15]. Procedure: The following are weighed into a 2 liter multinecked flask equipped with a stirrer, thermometer, dropping funnel and distilling section: 530 ml of aqueous saturated K2SO4 solution (10% strength, from previous batches), 206 g of KOH flakes (85%, 3.12 mol) and 500 ml of ethanol 95% strength (recovery from previous batches). The mixture is then heated to boiling until a clear solution is obtained. Over a period of 1 h, 270.5 g of diethyl diethylmalonate (1.25 mol) are added dropwise, and over a per... Reactants: NC1=NC=C(C=C1O)Br (2-amino-5-bromo-3-pyridinol), C(C1=CC=CO1)N (furfurylamine). Yields the product BrC=1C=C(C=NC1)O (5-bromo-3-pyridinol), C(C1=CC=CO1)N (furfurylamine). RXN SMILES: N[C:2]1[C:7]([OH:8])=[CH:6][C:5]([Br:9])=[CH:4][N:3]=1.[CH2:10]([NH2:16])[C:11]1[O:15][CH:14]=[CH:13][CH:12]=1>>[Br:9][C:5]1[CH:6]=[C:7]([OH:8])[CH:2]=[N:3][CH:4]=1.[CH2:10]([NH2:16])[C:11]1[O:15][CH:14]=[CH:13][CH:12]=1. Procedure details: In another example, 6-bromooxazolo[4,5-b]pyridine, when submitted sequentially to palladium catalyzed coupling to N-methyl-N-(tert-butoxycarbonyl)-4-penten-2-amine and deprotection with trifluoroacetic acid, gives (4E)-N-methyl-5-(6-oxazolo[4,5-b]pyridinyl)-4-penten-2-amine. The requisite 6-bromooxazolo[4,5-b]pyridine can be produced from 2-amino-5-bromo-3-pyridinol by condensation with formic acid or a trialkyl orthoformate, using methodology similar to that of M—C. Viaud et al., Heterocycles 4... Starting materials: NC=1C=C(C=NC1)C(=O)N[C@@]1(COCC1)C(=O)O ((S)-3-[(5-amino-pyridine-3-carbonyl)-amino]-tetrahydrofuran-3-carboxylic acid), FC1=C(CN)C=CC(=C1)NC1=C(C=C(C=C1)OC)C(F)(F)F (2-fluoro-4-(4-methoxy-2-trifluoromethyl-phenylamino)-benzylamine). The product is NC=1C=NC=C(C(=O)N[C@@]2(COCC2)C(NCC2=C(C=C(C=C2)NC2=C(C=C(C=C2)OC)C(F)(F)F)F)=O)C1 ((S)-5-amino-N-{3-[2-fluoro-4-(4-methoxy-2-trifluoromethyl-phenylamino)-benzyl-carbamoyl]-tetrahydro-furan-3-yl}-nicotinamide). Isolated yield 27.0%. Reaction SMILES: [NH2:1][C:2]1[CH:3]=[C:4]([C:8]([NH:10][C@@:11]2([C:16]([OH:18])=O)[CH2:15][CH2:14][O:13][CH2:12]2)=[O:9])[CH:5]=[N:6][CH:7]=1.[F:19][C:20]1[CH:27]=[C:26]([NH:28][C:29]2[CH:34]=[CH:33][C:32]([O:35][CH3:36])=[CH:31][C:30]=2[C:37]([F:40])([F:39])[F:38])[CH:25]=[CH:24][C:21]=1[CH2:22][NH2:23]>>[NH2:1][C:2]1[CH:7]=[N:6][CH:5]=[C:4]([CH:3]=1)[C:8]([NH:10][C@@:11]1([C:16](=[O:18])[NH:23][CH2:22][C:21]2[CH:24]=[CH:25][C:26]([NH:28][C:29]3[CH:34]=[CH:33][C:32]([O:35][CH3:36])=[CH:31][C:30]=3[C:37]([F:38])([F:39])[F:40])=[CH:27][C:20]=2[F:19])[CH2:15][CH2:14][O:13][CH2:12]1)=[O:9]. Reported procedure: Analogously to Example 1e), (S)-3-[(5-amino-pyridine-3-carbonyl)-amino]-tetrahydrofuran-3-carboxylic acid (0.55 mmol) was reacted with 2-fluoro-4-(4-methoxy-2-trifluoromethyl-phenylamino)-benzylamine (0.55 mMol, from 1b). The product was obtained in a yield of 27% of theory. Starting materials: C(C)(=O)C1=CC=C(C(=O)O)C=C1 (4-Acetylbenzoic acid), OS(=O)(=O)O (H2SO4), CO (methanol). The product is C(C)(=O)C1=CC=C(C(=O)OC)C=C1 (Methyl 4-Acetylbenzoate). RXN SMILES: [C:1]([C:4]1[CH:12]=[CH:11][C:7]([C:8]([OH:10])=[O:9])=[CH:6][CH:5]=1)(=[O:3])[CH3:2].OS(O)(=O)=O.[CH3:18]O>>[C:1]([C:4]1[CH:12]=[CH:11][C:7]([C:8]([O:10][CH3:18])=[O:9])=[CH:6][CH:5]=1)(=[O:3])[CH3:2]. Reported procedure: 4-Acetylbenzoic acid (12.7 g., 0.077 mol) was dissolved in 750 ml. methanol. Concentrated H2SO4 (1.6 ml.) was added and the mixture heated at 70° for 8 hours, cooled, stripped solids, taken up in 400 ml. ether, washed 3×150 ml. saturated NaHCO3 and 1×150 ml. brine, dried over MgSO4 and stripped to yield title product, 12.9 g.; tlc Rf 0.46 (2:1 hexane:ethyl acetate). Reactants: C=1C=CC2=C(C1)C(=CN2)CCO (tryptophol), N1C=NC=C1 (imidazole), [Si](C)(C)(C(C)(C)C)Cl (tert-Butyldimethylsilyl chloride). The solvent is CN(C)C=O (DMF), C(C)(=O)OCC (ethyl acetate). Run at time 16 hour. Product: ether petroleum ether, [Si](C)(C)(C(C)(C)C)OCCC1=CNC2=CC=CC=C12 (1-O-tert-Butyldimethylsilyl-2-(3-indolyl)ethanol). The yield is 98.7%. As a reaction SMILES: [CH:1]1[CH:2]=[CH:3][C:4]2[NH:9][CH:8]=[C:7]([CH2:10][CH2:11][OH:12])[C:5]=2[CH:6]=1.N1C=CN=C1.[Si:18](Cl)([C:21]([CH3:24])([CH3:23])[CH3:22])([CH3:20])[CH3:19]>CN(C=O)C.C(OCC)(=O)C>[Si:18]([O:12][CH2:11][CH2:10][C:7]1[C:5]2[C:4](=[CH:3][CH:2]=[CH:1][CH:6]=2)[NH:9][CH:8]=1)([C:21]([CH3:24])([CH3:23])[CH3:22])([CH3:20])[CH3:19]. Reported procedure: A solution of tryptophol (5.0 g, 31 mmol) in DMF (30 ml) was treated with imidazole (4.64 g, 68 mmol) and cooled to 0° C. tert-Butyldimethylsilyl chloride (5.14 g, 34.1 mmol) was added and the mixture was stirred at room temperature for 16 h. The mixture was then diluted with ethyl acetate (100 ml) and washed with water (2×100 ml) and the aqueous solutions were extracted with ethyl acetate (200 ml). The combined organic layers were dried over sodium sulfate, filtered, and concentrated in vacuo. ...